From a dataset of the Open Reaction Database (ORD), a public repository of structured organic reaction records. describe an organic reaction: reactants, conditions, products, and yield Starting materials: FC(C=1C=C(C(=O)N2[C@@H](CN(CC2)CCN2C[C@H](OCC2)COC)CC2=CC(=C(C=C2)C)NCN2C(CCC2=O)=O)C=C(C1)C(F)(F)F)(F)F ((2R)-1-[3,5-bis(trifluoromethyl)benzoyl]-2-[4-methyl-3-[[(2,5-dioxopyrrolidino)methyl]amino]benzyl]-4-[2-[(2S)-2-(methoxymethyl)morpholino]ethyl]piperazine), [BH4-].[Na+] (sodium borohydride), O (water), C(C)(=O)OCC (ethyl acetate). The solvent is CS(=O)C (dimethylsulfoxide). Run at temperature 80 celsius, time 15 hour. Yields the product FC(C=1C=C(C(=O)N2[C@@H](CN(CC2)CCN2C[C@H](OCC2)COC)CC2=CC(=C(C=C2)C)NC)C=C(C1)C(F)(F)F)(F)F ((2R)-1-[3,5-bis(trifluoromethyl)-benzoyl]-2-[4-methyl-3-(methylamino)benzyl]-4-[2-[(2S)-2-(methoxymethyl)morpholino]ethyl]piperazine), FC(C=1C=C(C(=O)N2[C@@H](CN(CC2)CCN2C[C@H](OCC2)COC)CC2=CC(=C(C=C2)C)NCN2C(CCC2O)=O)C=C(C1)C(F)(F)F)(F)F ((2R)-1-[3,5-bis(trifluoromethyl)benzoyl]-2-[4-methyl-3-[[(5-hydroxy-2-oxopyrrolidino)methyl]amino]benzyl]-4-[2-[(2S)-2-(methoxymethyl)morpholino]ethyl]piperazine). As a reaction SMILES: [F:1][C:2]([F:50])([F:49])[C:3]1[CH:4]=[C:5]([CH:42]=[C:43]([C:45]([F:48])([F:47])[F:46])[CH:44]=1)[C:6]([N:8]1[CH2:13][CH2:12][N:11]([CH2:14][CH2:15][N:16]2[CH2:21][CH2:20][O:19][C@H:18]([CH2:22][O:23][CH3:24])[CH2:17]2)[CH2:10][C@H:9]1[CH2:25][C:26]1[CH:31]=[CH:30][C:29]([CH3:32])=[C:28]([NH:33][CH2:34][N:35]2[C:39](=[O:40])[CH2:38][CH2:37][C:36]2=[O:41])[CH:27]=1)=[O:7].[BH4-].[Na+].O.C(OCC)(=O)C>CS(C)=O>[F:48][C:45]([F:46])([F:47])[C:43]1[CH:42]=[C:5]([CH:4]=[C:3]([C:2]([F:1])([F:49])[F:50])[CH:44]=1)[C:6]([N:8]1[CH2:13][CH2:12][N:11]([CH2:14][CH2:15][N:16]2[CH2:21][CH2:20][O:19][C@H:18]([CH2:22][O:23][CH3:24])[CH2:17]2)[CH2:10][C@H:9]1[CH2:25][C:26]1[CH:31]=[CH:30][C:29]([CH3:32])=[C:28]([NH:33][CH3:34])[CH:27]=1)=[O:7].[F:47][C:45]([F:46])([F:48])[C:43]1[CH:42]=[C:5]([CH:4]=[C:3]([C:2]([F:50])([F:49])[F:1])[CH:44]=1)[C:6]([N:8]1[CH2:13][CH2:12][N:11]([CH2:14][CH2:15][N:16]2[CH2:21][CH2:20][O:19][C@H:18]([CH2:22][O:23][CH3:24])[CH2:17]2)[CH2:10][C@H:9]1[CH2:25][C:26]1[CH:31]=[CH:30][C:29]([CH3:32])=[C:28]([NH:33][CH2:34][N:35]2[CH:39]([OH:40])[CH2:38][CH2:37][C:36]2=[O:41])[CH:27]=1)=[O:7] |f:1.2|. Procedure details: A solution of (2R)-1-[3,5-bis(trifluoromethyl)benzoyl]-2-[4-methyl-3-[[(2,5-dioxopyrrolidino)methyl]amino]benzyl]-4-[2-[(2S)-2-(methoxymethyl)morpholino]ethyl]piperazine (0.14 g) in dimethylsulfoxide (0.42 ml) was added sodium borohydride (10 mg) and the whole was stirred at 80° C. for 15 hours. After cooling, water and ethyl acetate were added to the mixture. The organic layer was separated, washed with brine, dried over sodium sulfate and evaporated in vacuo. The residue was purified by column... Starting materials: BrC1=CC=C(C=C1)O (4-bromophenol), [H-].[Na+] (sodium hydride), C(C=C)(=O)Cl (acryloyl chloride), O (Water). Run in O1CCCC1 (tetrahydrofuran), O1CCCC1 (tetrahydrofuran). Reaction conditions: time 15 minute. Product: C(C=C)(=O)OC1=CC=C(C=C1)Br (4-Bromophenyl acrylate). Isolated yield 91.3%. Reaction SMILES: [Br:1][C:2]1[CH:7]=[CH:6][C:5]([OH:8])=[CH:4][CH:3]=1.[H-].[Na+].[C:11](Cl)(=[O:14])[CH:12]=[CH2:13].O>O1CCCC1>[C:11]([O:8][C:5]1[CH:6]=[CH:7][C:2]([Br:1])=[CH:3][CH:4]=1)(=[O:14])[CH:12]=[CH2:13] |f:1.2|. Procedure: To a solution of 4-bromophenol (15.1 g, 87.3 mmol) in tetrahydrofuran (170 mL) was added 60% sodium hydride (3.68 g, 91.6 mmol) under ice-cooling and the mixture was stirred for 15 min. A solution of acryloyl chloride (8.3 g, 91.6 mmol) in tetrahydrofuran (50 mL) was added, and the mixture was stirred for 15 min under ice-cooling. Water was added, and the solvent was evaporated under reduced pressure. The residue was extracted with ethyl acetate, washed with saturated brine and dried over anhydr... Reactants: FF (fluorine), F2, N#N (N2), C(C)(C)(C)[C@H]1CC[C@H](CC1)NC1=NC=NC(=C1)CC (4-(cis-4-tert-butylcyclohexylamino)-6-ethyl pyrimidine). The solvent is FC(C(=O)O)(F)F (trifluoroacetic acid). The product is C(C)(C)(C)[C@H]1CC[C@H](CC1)NC1=NC=NC(=C1F)CC (4-(cis-4-tert-butylcyclohexylamino)-6-ethyl-5-fluoropyrimidine). Isolated yield 41.0%. RXN SMILES: [C:1]([C@@H:5]1[CH2:10][CH2:9][C@H:8]([NH:11][C:12]2[CH:17]=[C:16]([CH2:18][CH3:19])[N:15]=[CH:14][N:13]=2)[CH2:7][CH2:6]1)([CH3:4])([CH3:3])[CH3:2].N#N.[F:22]F>FC(F)(F)C(O)=O>[C:1]([C@@H:5]1[CH2:6][CH2:7][C@H:8]([NH:11][C:12]2[C:17]([F:22])=[C:16]([CH2:18][CH3:19])[N:15]=[CH:14][N:13]=2)[CH2:9][CH2:10]1)([CH3:4])([CH3:3])[CH3:2]. Reported procedure: A solution of 2.62 g of 4-(cis-4-tert-butylcyclohexylamino)-6-ethyl pyrimidine in 40 ml of trifluoroacetic acid was charged into a reactor for direct fluorination. A stream of a mixture of F2/N2 (1:10 by volume) was passed through the mixture at 15° C. After 0.015 mol of fluorine was passed through, the reaction was flushed with nitrogen in order to remove unconsumed fluorine. The solvent was removed in vacuo and the residue was treated with 50 ml of 2N sodium hydroxide, extracted with diethyl e... Reactants: COC(=O)CNC(=O)COc1ccc(C(=O)CBr)cc1, CC#N, c1cc(N2CCNCC2)ccn1. Product: COC(=O)CNC(=O)COc1ccc(C(=O)CN2CCN(c3ccncc3)CC2)cc1. Reaction SMILES: [Br:1][CH2:2][C:3](=[O:4])[c:5]1[cH:6][cH:7][c:8]([O:9][CH2:10][C:11](=[O:12])[NH:13][CH2:14][C:15](=[O:16])[O:17][CH3:18])[cH:19][cH:20]1.[CH3:33][C:34]#[N:35].[n:21]1[cH:22][cH:23][c:24]([N:27]2[CH2:28][CH2:29][NH:30][CH2:31][CH2:32]2)[cH:25][cH:26]1>>[CH2:2]([C:3](=[O:4])[c:5]1[cH:6][cH:7][c:8]([O:9][CH2:10][C:11](=[O:12])[NH:13][CH2:14][C:15](=[O:16])[O:17][CH3:18])[cH:19][cH:20]1)[N:30]1[CH2:29][CH2:28][N:27]([c:24]2[cH:23][cH:22][n:21][cH:26][cH:25]2)[CH2:32][CH2:31]1.